From a dataset of the Open Reaction Database (ORD), a public repository of structured organic reaction records. describe an organic reaction: reactants, conditions, products, and yield Reactants: ClC(=O)OCC1=CC=CC=C1 (benzyl chloroformate), [OH-].[Na+] (NaOH), NC=1C=C2C=CC=NC2=CC1 (6-aminoquinoline). The solvent is O (water), C1CCOC1 (THF). Run at temperature 0 celsius, time 2 hour. The product is C(C1=CC=CC=C1)OC(=O)NC=1C=C2C=CC=NC2=CC1 (6-Benzyloxycarbonylamino-quinoline). Isolated yield 60.1%. RXN SMILES: Cl[C:2]([O:4][CH2:5][C:6]1[CH:11]=[CH:10][CH:9]=[CH:8][CH:7]=1)=[O:3].[NH2:12][C:13]1[CH:14]=[C:15]2[C:20](=[CH:21][CH:22]=1)[N:19]=[CH:18][CH:17]=[CH:16]2.[OH-].[Na+]>O.C1COCC1>[CH2:5]([O:4][C:2]([NH:12][C:13]1[CH:14]=[C:15]2[C:20](=[CH:21][CH:22]=1)[N:19]=[CH:18][CH:17]=[CH:16]2)=[O:3])[C:6]1[CH:11]=[CH:10][CH:9]=[CH:8][CH:7]=1 |f:2.3|. Procedure: 13.0 ml (76.28 mmol) of benzyl chloroformate are added dropwise to a stirred solution, cooled to 0° C. of 10.0 g (69.36 mmol) of 6-aminoquinoline in 160 ml of water and 80 ml of THF in the course of 30 minutes, the pH being kept at 10 by simultaneous addition of a 4N NaOH solution. The mixture is subsequently stirred at 0° C. for a further 2 hours, the THF is evaporated off in vacuo and the residue is extracted with 3×50 ml of ethyl acetate. The combined organic extracts are dried over MgSO4, th... The reactants are CC=1N(C2=CC=C(C=C2C1C1=CC=NC=C1)O)CCC (2-methyl-1-propyl-3-(4-pyridyl)-1H-indole-5-ol), C(C)OC(C(C)(C)Br)=O (2-bromo-2-methylpropanoic acid ethylester). RXN SMILES: [CH3:1][C:2]1[N:3]([CH2:18][CH2:19][CH3:20])[C:4]2[C:9]([C:10]=1[C:11]1[CH:16]=[CH:15][N:14]=[CH:13][CH:12]=1)=[CH:8][C:7]([OH:17])=[CH:6][CH:5]=2.[CH2:21]([O:23][C:24](=[O:29])[C:25](Br)([CH3:27])[CH3:26])[CH3:22]>>[CH2:21]([O:23][C:24](=[O:29])[C:25]([CH3:27])([O:17][C:7]1[CH:8]=[C:9]2[C:4](=[CH:5][CH:6]=1)[N:3]([CH2:18][CH2:19][CH3:20])[C:2]([CH3:1])=[C:10]2[C:11]1[CH:16]=[CH:15][N:14]=[CH:13][CH:12]=1)[CH3:26])[CH3:22]. Yields the product C(C)OC(C(C)(OC=1C=C2C(=C(N(C2=CC1)CCC)C)C1=CC=NC=C1)C)=O (2-Methyl-2-[2-methyl-1-propyl-3-(4-pyridyl)-1H-indole-5-yloxy]-propanoic acid ethylester). Procedure: The above compound was prepared from 2-methyl-1-propyl-3-(4-pyridyl)-1H-indole-5-ol and 2-bromo-2-methylpropanoic acid ethylester using a procedure analogous to that of Example 10. Starting materials: C(C=CC1=CC=CC=C1)#N (cinnamonitrile), [H-].C(C(C)C)[Al+]CC(C)C (diisobutylaluminum hydride), [OH-].[Al+3].[OH-].[OH-] (aluminum hydroxide), ice water, Cl (hydrochloric acid). The solvent is O1CCCC1 (tetrahydrofuran), C1(=CC=CC=C1)C (toluene). Run at time 2 hour. Yields the product C(C=CC1=CC=CC=C1)=O (cinnamaldehyde). Isolated yield 63.6%. Reaction SMILES: [C:1](#N)[CH:2]=[CH:3][C:4]1[CH:9]=[CH:8][CH:7]=[CH:6][CH:5]=1.[H-].C([Al+]CC(C)C)C(C)C.Cl.[OH-:22].[Al+3].[OH-].[OH-]>O1CCCC1.C1(C)C=CC=CC=1>[CH:1](=[O:22])[CH:2]=[CH:3][C:4]1[CH:9]=[CH:8][CH:7]=[CH:6][CH:5]=1 |f:1.2,4.5.6.7|. Procedure: To a solution of 8 g cinnamonitrile in 100 ml tetrahydrofuran, was added dropwise 50 ml of a 1.5M toluene solution of diisobutylaluminum hydride with ice cooling, and the resulting mixture was stirred at room temperature for two hours. The reaction mixture was slowly poured to 200 ml ice water, hydrochloric acid was then added to dissolve the aluminum hydroxide formed, and the organic layer was collected and dried. Distillation of the dried solution under reduced pressure gave 5.2 g (yield: 63.6... Product: Cl.BrC=1C(=NN(C1)CCl)C(C)(C)C (4-bromo-3-t-butyl-1-(chloromethyl)-1H-pyrazole hydrochloride). Reported procedure: 3.79g of 4-bromo-3-t-butyl-1H-pyrazole-1-ylmethanol was dissolved to 45 ml of dichloromethane. 3.4 ml of thionyl chloride was added to the solution, followed by stirring at room temperature for overnight. The reaction mixture was concentrated under reduced pressure. The solid obtained was washed with hexane and chloroform to obtain 3.69 g of 4-bromo-3-t-butyl-1-(chloromethyl)-1H-pyrazole hydrochloride. Run in ClCCl (dichloromethane). As a reaction SMILES: [Br:1][C:2]1[C:3]([C:9]([CH3:12])([CH3:11])[CH3:10])=[N:4][N:5]([CH2:7]O)[CH:6]=1.S(Cl)([Cl:15])=O>ClCCl>[ClH:15].[Br:1][C:2]1[C:3]([C:9]([CH3:12])([CH3:11])[CH3:10])=[N:4][N:5]([CH2:7][Cl:15])[CH:6]=1 |f:3.4|. Run at time 8 hour. Reactants: BrC=1C(=NN(C1)CO)C(C)(C)C (4-bromo-3-t-butyl-1H-pyrazole-1-ylmethanol), S(=O)(Cl)Cl (thionyl chloride). The reactants are C(C)OCC (diethyl ether), CC1(OC2=C(C(C1)C1=NC=CC=C1)C=C(C=C2)C#N)C ((-)-3,4-dihydro-2,2-dimethyl-4-(2-pyridyl)-2H-1-benzopyran-6-carbonitrile). The product is C(#N)C=1C=CC2=C(C(CC(O2)(C)C)C2=[N+](C=CC=C2)[O-])C1 ((-)-2-(6-cyano-3,4-dihydro-2,2-dimethyl-2H-1-benzopyran-4-yl)pyridine N-oxide). RXN SMILES: [CH3:1][C:2]1([CH3:20])[CH2:7][CH:6]([C:8]2[CH:13]=[CH:12][CH:11]=[CH:10][N:9]=2)[C:5]2[CH:14]=[C:15]([C:18]#[N:19])[CH:16]=[CH:17][C:4]=2[O:3]1.C([O:23]CC)C>>[C:18]([C:15]1[CH:16]=[CH:17][C:4]2[O:3][C:2]([CH3:20])([CH3:1])[CH2:7][CH:6]([C:8]3[CH:13]=[CH:12][CH:11]=[CH:10][N+:9]=3[O-:23])[C:5]=2[CH:14]=1)#[N:19]. Reported procedure: In an analogous manner to that described in the first paragraph of Example 7, from (-)-3,4-dihydro-2,2-dimethyl-4-(2-pyridyl)-2H-1-benzopyran-6-carbonitrile there was obtained (-)-2-(6-cyano-3,4-dihydro-2,2-dimethyl-2H-1-benzopyran-4-yl)pyridine N-oxide of melting point 142°-144° C. (from diethyl ether); [α]20589 =-76.8° (c=0.997 in ethanol). Starting materials: COCN(c1cc(C)cnc1Br)S(=O)(=O)c1ccc(Cl)c(C(F)(F)F)c1, C1CCOC1, CON(C)C(=O)c1ccnc(N=CN(C)C)c1, CC(C)[Mg+], [Cl-]. Product: COCN(c1cc(C)cnc1C(=O)c1ccnc(N=CN(C)C)c1)S(=O)(=O)c1ccc(Cl)c(C(F)(F)F)c1. RXN SMILES: [Br:1][c:2]1[n:3][cH:4][c:5]([CH3:26])[cH:6][c:7]1[N:8]([S:9](=[O:10])(=[O:11])[c:12]1[cH:13][c:14]([C:19]([F:20])([F:21])[F:22])[c:15]([Cl:18])[cH:16][cH:17]1)[CH2:23][O:24][CH3:25].[CH2:49]1[O:50][CH2:51][CH2:52][CH2:53]1.[CH3:32][N:33]([CH3:34])[CH:35]=[N:36][c:37]1[cH:38][c:39]([C:40](=[O:41])[N:42]([O:43][CH3:44])[CH3:45])[cH:46][cH:47][n:48]1.[CH:28]([Mg+:29])([CH3:30])[CH3:31].[Cl-:27]>>[c:2]1([C:40]([c:39]2[cH:38][c:37]([N:36]=[CH:35][N:33]([CH3:32])[CH3:34])[n:48][cH:47][cH:46]2)=[O:41])[n:3][cH:4][c:5]([CH3:26])[cH:6][c:7]1[N:8]([S:9](=[O:10])(=[O:11])[c:12]1[cH:13][c:14]([C:19]([F:20])([F:21])[F:22])[c:15]([Cl:18])[cH:16][cH:17]1)[CH2:23][O:24][CH3:25].